Dataset: the Open Reaction Database (ORD), a public repository of structured organic reaction records. Task: describe an organic reaction: reactants, conditions, products, and yield Starting materials: CCOC(=O)C(C)(C)Oc1ccc(CN)cc1, O=C(O)Cc1cnc(-c2ccc(C(F)(F)F)cc2)nc1C1CC1, FC(F)(F)c1ccc(-c2ncc(CCl)c(C3CC3)n2)cc1. The product is CCOC(=O)C(C)(C)Oc1ccc(CNC(=O)Cc2cnc(-c3ccc(C(F)(F)F)cc3)nc2C2CC2)cc1. Reaction SMILES: [CH2:1]([CH3:2])[O:3][C:4]([C:5]([CH3:6])([CH3:7])[O:8][c:9]1[cH:10][cH:11][c:12]([CH2:15][NH2:16])[cH:13][cH:14]1)=[O:17].[CH:18]1([c:21]2[n:22][c:23](-[c:31]3[cH:32][cH:33][c:34]([C:37]([F:38])([F:39])[F:40])[cH:35][cH:36]3)[n:24][cH:25][c:26]2[CH2:27][C:28](=[O:29])[OH:30])[CH2:19][CH2:20]1.[Cl:41][CH2:42][c:43]1[c:44]([CH:45]2[CH2:46][CH2:47]2)[n:48][c:49](-[c:50]2[cH:51][cH:52][c:53]([C:54]([F:55])([F:56])[F:57])[cH:58][cH:59]2)[n:60][cH:61]1>>[CH2:1]([CH3:2])[O:3][C:4]([C:5]([CH3:6])([CH3:7])[O:8][c:9]1[cH:10][cH:11][c:12]([CH2:15][NH:16][C:28]([CH2:27][c:26]2[c:21]([CH:18]3[CH2:19][CH2:20]3)[n:22][c:23](-[c:31]3[cH:32][cH:33][c:34]([C:37]([F:38])([F:39])[F:40])[cH:35][cH:36]3)[n:24][cH:25]2)=[O:29])[cH:13][cH:14]1)=[O:17]. Starting materials: [C-]#N, CS(C)=O, [K+], O, Cc1ccc(S(=O)(=O)OCC(C)(C)COS(=O)(=O)c2ccc(C)cc2)cc1. The product is Cc1ccc(S(=O)(=O)OCC(C)(C)CC#N)cc1. Reaction SMILES: [C-:28]#[N:29].[CH3:32][S:33]([CH3:34])=[O:35].[K+:30].[OH2:31].[c:1]1([CH3:2])[cH:3][cH:4][c:5]([S:6]([O:7][CH2:11][C:12]([CH2:13][O:14][S:15](=[O:16])(=[O:17])[c:18]2[cH:19][cH:20][c:21]([CH3:24])[cH:22][cH:23]2)([CH3:25])[CH3:26])(=[O:8])=[O:9])[cH:10][cH:27]1>>[CH2:11]([C:12]([CH2:13][O:14][S:15](=[O:16])(=[O:17])[c:18]1[cH:19][cH:20][c:21]([CH3:24])[cH:22][cH:23]1)([CH3:25])[CH3:26])[C:28]#[N:29]. The reactants are [Ag], O=C(O)C(F)(F)F, O=C1OC(CO)CN1c1cccc(F)c1, [I-], O. The product is O=C1OC(CO)CN1c1ccc(I)c(F)c1. As a reaction SMILES: [Ag:17].[F:18][C:19]([F:20])([F:21])[C:22]([OH:23])=[O:24].[F:1][c:2]1[cH:3][c:4]([N:8]2[C:9](=[O:15])[O:10][CH:11]([CH2:13][OH:14])[CH2:12]2)[cH:5][cH:6][cH:7]1.[I-:16].[OH2:25]>>[F:1][c:2]1[cH:3][c:4]([N:8]2[C:9](=[O:15])[O:10][CH:11]([CH2:13][OH:14])[CH2:12]2)[cH:5][cH:6][c:7]1[I:16]. Starting materials: C1(CC1)C(=CC(=O)OCC)C1=NC=NC(=C1)OC (ethyl 3-cyclopropyl-3-(6-methoxypyrimidin-4-yl)acrylate). The reagents and catalysts are [Zn] (zinc). The solvent is C(C)(=O)O (acetic acid). Conditions: time 10 minute. The product is crude product, C1(CC1)C(CC(=O)OCC)C1=NC=NC(=C1)OC (ethyl 3-cyclopropyl-3-(6-methoxypyrimidin-4-yl)propanoate). The yield is 101.2%. Reaction SMILES: [CH:1]1([C:4]([C:11]2[CH:16]=[C:15]([O:17][CH3:18])[N:14]=[CH:13][N:12]=2)=[CH:5][C:6]([O:8][CH2:9][CH3:10])=[O:7])[CH2:3][CH2:2]1>C(O)(=O)C.[Zn]>[CH:1]1([CH:4]([C:11]2[CH:16]=[C:15]([O:17][CH3:18])[N:14]=[CH:13][N:12]=2)[CH2:5][C:6]([O:8][CH2:9][CH3:10])=[O:7])[CH2:2][CH2:3]1. Procedure details: A zinc powder (11.5 g) was added to a solution of ethyl 3-cyclopropyl-3-(6-methoxypyrimidin-4-yl)acrylate (5.57 g) in acetic acid (60 mL), and the mixture was stirred at room temperature for 10 min. The reaction mixture was filtered, and the solvent in the filtrate was evaporated under reduced pressure to give a crude product of the title compound (5.68 g) as a yellow oil. This compound was used for the next step without further purification. Reactants: COc1cccc(CC(=O)O)c1, CCOC(C)=O, NCCc1c[nH]c2ccccc12. Product: COc1cccc(CC(=O)NCCc2c[nH]c3ccccc23)c1. RXN SMILES: [CH3:13][O:14][c:15]1[cH:16][c:17]([CH2:21][C:22](=[O:23])[OH:24])[cH:18][cH:19][cH:20]1.[CH3:25][CH2:26][O:27][C:28](=[O:29])[CH3:30].[NH2:1][CH2:2][CH2:3][c:4]1[cH:5][nH:6][c:7]2[cH:8][cH:9][cH:10][cH:11][c:12]12>>[NH:1]([CH2:2][CH2:3][c:4]1[cH:5][nH:6][c:7]2[cH:8][cH:9][cH:10][cH:11][c:12]12)[C:22]([CH2:21][c:17]1[cH:16][c:15]([O:14][CH3:13])[cH:20][cH:19][cH:18]1)=[O:23]. Reactants: O=C([O-])O, ClCCl, O=C(OC(=O)C(F)(F)F)C(F)(F)F, [Na+], CCCn1nc(C(N)=O)cc1CCN1C(=O)c2ccccc2C1=O, c1ccncc1. Product: CCCn1nc(C#N)cc1CCN1C(=O)c2ccccc2C1=O. Reaction SMILES: [C:44](=[O:45])([OH:46])[O-:47].[Cl:49][CH2:50][Cl:51].[F:31][C:32]([F:33])([F:34])[C:35]([O:36][C:37](=[O:38])[C:39]([F:40])([F:41])[F:42])=[O:43].[Na+:48].[O:1]=[C:2]1[N:3]([CH2:12][CH2:13][c:14]2[cH:15][c:16]([C:22](=[O:23])[NH2:24])[n:17][n:18]2[CH2:19][CH2:20][CH3:21])[C:4](=[O:11])[c:5]2[cH:6][cH:7][cH:8][cH:9][c:10]21.[cH:25]1[cH:26][cH:27][n:28][cH:29][cH:30]1>>[O:1]=[C:2]1[N:3]([CH2:12][CH2:13][c:14]2[cH:15][c:16]([C:22]#[N:24])[n:17][n:18]2[CH2:19][CH2:20][CH3:21])[C:4](=[O:11])[c:5]2[cH:6][cH:7][cH:8][cH:9][c:10]21. The reactants are C1CCOC1, COC(=O)C(CC(F)(F)F)NC(=O)OCc1ccccc1, [Li+], [OH-], O. Product: O=C(NC(CC(F)(F)F)C(=O)O)OCc1ccccc1. RXN SMILES: [CH2:24]1[O:25][CH2:26][CH2:27][CH2:28]1.[CH3:1][O:2][C:3]([CH:4]([CH2:5][C:6]([F:7])([F:8])[F:9])[NH:10][C:11](=[O:12])[O:13][CH2:14][c:15]1[cH:16][cH:17][cH:18][cH:19][cH:20]1)=[O:21].[Li+:23].[OH-:22].[OH2:29]>>[O:2]=[C:3]([CH:4]([CH2:5][C:6]([F:7])([F:8])[F:9])[NH:10][C:11](=[O:12])[O:13][CH2:14][c:15]1[cH:16][cH:17][cH:18][cH:19][cH:20]1)[OH:21].